From a dataset of the Open Reaction Database (ORD), a public repository of structured organic reaction records. describe an organic reaction: reactants, conditions, products, and yield Reactants: COC=1C=CC(=C(C1)N)C1=CC2=CC=C(C=C2C=C1)OC (5-methoxy-2-(6-methoxynaphthalen-2-yl)phenylamine), [Cl-].[NH4+] (ammonium chloride), C(C)(C)N(C(C)C)CC (N,N-diisopropylethylamine), Cl.N1(CCCCC1)CCOC1=CC=C(C(=O)Cl)C=C1 (4-(2-piperidine-1-ylethoxy)benzoyl chloride hydrochloride). Solvent: O1CCCC1 (tetrahydrofuran), C(C)N(CC)CC (triethylamine). Reaction conditions: temperature 60 celsius, time 2 day. Yields the product COC=1C=CC(=C(C1)NC(C1=CC=C(C=C1)OCCN1CCCCC1)=O)C1=CC2=CC=C(C=C2C=C1)OC (N-[5-methoxy-2-(6-methoxynaphthalen-2-yl)phenyl]-4-(2-piperidin-1-ylethoxy)benz amide). Isolated yield 46.5%. As a reaction SMILES: [CH3:1][O:2][C:3]1[CH:4]=[CH:5][C:6]([C:10]2[CH:19]=[CH:18][C:17]3[C:12](=[CH:13][CH:14]=[C:15]([O:20][CH3:21])[CH:16]=3)[CH:11]=2)=[C:7]([NH2:9])[CH:8]=1.C(N(CC)C(C)C)(C)C.Cl.[N:32]1([CH2:38][CH2:39][O:40][C:41]2[CH:49]=[CH:48][C:44]([C:45](Cl)=[O:46])=[CH:43][CH:42]=2)[CH2:37][CH2:36][CH2:35][CH2:34][CH2:33]1.[Cl-].[NH4+]>O1CCCC1.C(N(CC)CC)C>[CH3:1][O:2][C:3]1[CH:4]=[CH:5][C:6]([C:10]2[CH:19]=[CH:18][C:17]3[C:12](=[CH:13][CH:14]=[C:15]([O:20][CH3:21])[CH:16]=3)[CH:11]=2)=[C:7]([NH:9][C:45](=[O:46])[C:44]2[CH:43]=[CH:42][C:41]([O:40][CH2:39][CH2:38][N:32]3[CH2:37][CH2:36][CH2:35][CH2:34][CH2:33]3)=[CH:49][CH:48]=2)[CH:8]=1 |f:2.3,4.5|. Procedure details: To a solution of 5-methoxy-2-(6-methoxynaphthalen-2-yl)phenylamine (275 mg) in tetrahydrofuran (8 ml) were sequentially added triethylamine (1.3 ml), N,N-diisopropylethylamine (1 ml) and 4-(2-piperidine-1-ylethoxy)benzoyl chloride hydrochloride (1.1 g), and the solution was stirred for 2 days at 60° C. A saturated aqueous solution of ammonium chloride was added thereto, the solution was extracted with ethyl acetate, then sequentially washed with water and brine, dried over anhydrous magnesium su... Reactants: ClC=1C=C2C(=C(C(SC2=C(C1)C)=O)C(=O)NCC(=O)O)O ([(6-Chloro-4-hydroxy-8-methyl-2-oxo-2H-thiochromene-3-carbonyl)-amino]-acetic acid). Reagents/catalysts: [Pd] (Palladium on carbon). Run in [OH-].[Na+] (sodium hydroxide), O (water). Reaction conditions: time 18 hour. Yields the product OC1=C(C(SC2=C(C=CC=C12)C)=O)C(=O)NCC(=O)O ([(4-hydroxy-8-methyl-2-oxo-2H-thiochromene-3-carbonyl)-amino]-acetic acid). Yield: 88.2%. As a reaction SMILES: Cl[C:2]1[CH:3]=[C:4]2[C:9](=[C:10]([CH3:12])[CH:11]=1)[S:8][C:7](=[O:13])[C:6]([C:14]([NH:16][CH2:17][C:18]([OH:20])=[O:19])=[O:15])=[C:5]2[OH:21]>[OH-].[Na+].O.[Pd]>[OH:21][C:5]1[C:4]2[C:9](=[C:10]([CH3:12])[CH:11]=[CH:2][CH:3]=2)[S:8][C:7](=[O:13])[C:6]=1[C:14]([NH:16][CH2:17][C:18]([OH:20])=[O:19])=[O:15] |f:1.2|. Reported procedure: [(6-Chloro-4-hydroxy-8-methyl-2-oxo-2H-thiochromene-3-carbonyl)-amino]-acetic acid (95 mg, 0.29 mmol) was dissolved in 1N sodium hydroxide (1.16 mL) and water (1.84 mL). 10% Palladium on carbon (9.5 mg) was added and the solution was vacuum purged and treated with hydrogen gas (1 atm). The reaction stirred overnight (18 h) at ambient temperature and the crude mixture was filtered through Celite® and the filter cake was washed with 1N sodium hydroxide. The aqueous phase was acidified to pH 3 with... Starting materials: BrC1=CC=CC=2N=C(SC21)NC(C)=O (N-(7-Bromobenzo[d]thiazol-2-yl)acetamide), COC1=CC=C(C=C1)B(O)O (4-methoxybenzeneboronic acid), C([O-])([O-])=O.[Na+].[Na+] (sodium carbonate). The reagents and catalysts are Cl[Pd]([P](C1=CC=CC=C1)(C2=CC=CC=C2)C3=CC=CC=C3)([P](C4=CC=CC=C4)(C5=CC=CC=C5)C6=CC=CC=C6)Cl (dichlorobis(triphenyl-phosphine)palladium (II)). Run in CCO (EtOH), COCCOC (1,2-dimethoxyethane). Run at temperature 85 celsius, time 50 minute. Product: COC1=CC=C(C=C1)C1=CC=CC=2N=C(SC21)NC(C)=O (N-(7-(4-methoxyphenyl)benzo[d]thiazol-2-yl)acetamide). Reaction SMILES: Br[C:2]1[C:10]2[S:9][C:8]([NH:11][C:12](=[O:14])[CH3:13])=[N:7][C:6]=2[CH:5]=[CH:4][CH:3]=1.[CH3:15][O:16][C:17]1[CH:22]=[CH:21][C:20](B(O)O)=[CH:19][CH:18]=1.C(=O)([O-])[O-].[Na+].[Na+]>CCO.COCCOC.Cl[Pd](Cl)([P](C1C=CC=CC=1)(C1C=CC=CC=1)C1C=CC=CC=1)[P](C1C=CC=CC=1)(C1C=CC=CC=1)C1C=CC=CC=1>[CH3:15][O:16][C:17]1[CH:22]=[CH:21][C:20]([C:2]2[C:10]3[S:9][C:8]([NH:11][C:12](=[O:14])[CH3:13])=[N:7][C:6]=3[CH:5]=[CH:4][CH:3]=2)=[CH:19][CH:18]=1 |f:2.3.4,^1:43,62|. Reported procedure: N-(7-Bromobenzo[d]thiazol-2-yl)acetamide (56.5 mg, 0.208 mmol), 4-methoxybenzeneboronic acid (47.8 mg, 0.315 mmol), dichlorobis(triphenyl-phosphine)palladium (II) (30.7 mg, 43.7 μmol), and sodium carbonate (0.31 mL, 2 M, 0.62 mmol) were suspended in EtOH (0.25 mL) and 1,2-dimethoxyethane (0.9 mL). The flask was fit with a reflux condensor and placed in a preheated oil bath (85° C.) and stirred under nitrogen for 50 minutes. The reaction was cooled to RT, and filtered through a pad of Celite® (di... The reactants are NC1=CC(=C(C=C1)CC(=O)O)C(F)(F)F ((4-amino-2-trifluoromethyl-phenyl)-acetic acid), S(O)(O)(=O)=O (sulphuric acid), CO (methanol). Yields the product COC(CC1=C(C=C(C=C1)N)C(F)(F)F)=O ((4-Amino-2-trifluoromethyl-phenyl)-acetic acid methyl ester). Reaction SMILES: [NH2:1][C:2]1[CH:7]=[CH:6][C:5]([CH2:8][C:9]([OH:11])=[O:10])=[C:4]([C:12]([F:15])([F:14])[F:13])[CH:3]=1.S(=O)(=O)(O)O.[CH3:21]O>>[CH3:21][O:10][C:9](=[O:11])[CH2:8][C:5]1[CH:6]=[CH:7][C:2]([NH2:1])=[CH:3][C:4]=1[C:12]([F:13])([F:14])[F:15]. Procedure details: A solution of (4-amino-2-trifluoromethyl-phenyl)-acetic acid (0.082 g) in methanol (10 ml) containing concentrated sulphuric acid (0.1 ml) was heated under reflux for 2 h. The solution was cooled, concentrated, and partitioned between ethyl acetate and aqueous sodium carbonate solution. The organic phase was separated, dried, and concentrated to give the title compound as a yellow solid (0.089 g) The reactants are CC(C)(C)OC(=O)NC(Cc1ccccc1)C(=O)NC1N=C(c2ccccc2)c2ccccc2NC1=O, O=C([O-])[O-], Cl, [Na+], [Na+]. The product is NC(Cc1ccccc1)C(=O)NC1N=C(c2ccccc2)c2ccccc2NC1=O. As a reaction SMILES: [C:1]([O:2][C:3](=[O:4])[NH:8][CH:9]([C:10](=[O:11])[NH:12][CH:13]1[C:14](=[O:30])[NH:15][c:16]2[c:17]([cH:26][cH:27][cH:28][cH:29]2)[C:18]([c:20]2[cH:21][cH:22][cH:23][cH:24][cH:25]2)=[N:19]1)[CH2:31][c:32]1[cH:33][cH:34][cH:35][cH:36][cH:37]1)([CH3:5])([CH3:6])[CH3:7].[C:39](=[O:40])([O-:41])[O-:42].[ClH:38].[Na+:43].[Na+:44]>>[NH2:8][CH:9]([C:10](=[O:11])[NH:12][CH:13]1[C:14](=[O:30])[NH:15][c:16]2[c:17]([cH:26][cH:27][cH:28][cH:29]2)[C:18]([c:20]2[cH:21][cH:22][cH:23][cH:24][cH:25]2)=[N:19]1)[CH2:31][c:32]1[cH:33][cH:34][cH:35][cH:36][cH:37]1.